Dataset: the Open Reaction Database (ORD), a public repository of structured organic reaction records. Task: describe an organic reaction: reactants, conditions, products, and yield Reactants: [K].C(C1=CC=CC=C1)(=O)C(CC1=CC(=C(C=C1)N1CC(NS1(=O)=O)=O)OCC1=CC=CC=C1)CC (5-[4-(2-benzoylbutyl)-2-benzyloxyphenyl]-1,1-dioxo-1,2,5-thiadiazolidin-3-one potassium salt). The reagents and catalysts are [Pd] (Pd/C). Run in CCO.O (EtOH water). The product is C(C1=CC=CC=C1)(=O)C(CC1=CC(=C(C=C1)N1CC(NS1(=O)=O)=O)O)CC (5-[4-(2-Benzoylbutyl)-2-hydroxyphenyl]-1,1-dioxo-1,2,5-thiadiazolidin-3-one). As a reaction SMILES: [K].[C:2]([CH:10]([CH2:34][CH3:35])[CH2:11][C:12]1[CH:17]=[CH:16][C:15]([N:18]2[S:22](=[O:24])(=[O:23])[NH:21][C:20](=[O:25])[CH2:19]2)=[C:14]([O:26]CC2C=CC=CC=2)[CH:13]=1)(=[O:9])[C:3]1[CH:8]=[CH:7][CH:6]=[CH:5][CH:4]=1>CCO.O.[Pd]>[C:2]([CH:10]([CH2:34][CH3:35])[CH2:11][C:12]1[CH:17]=[CH:16][C:15]([N:18]2[S:22](=[O:24])(=[O:23])[NH:21][C:20](=[O:25])[CH2:19]2)=[C:14]([OH:26])[CH:13]=1)(=[O:9])[C:3]1[CH:8]=[CH:7][CH:6]=[CH:5][CH:4]=1 |f:0.1,2.3,^1:0|. Reported procedure: A solution of 5-[4-(2-benzoylbutyl)-2-benzyloxyphenyl]-1,1-dioxo-1,2,5-thiadiazolidin-3-one potassium salt (45 mg) in 4 mL of EtOH/water (1:1) is hydrogenated over Degussa 5% Pd/C (7 mg) at 1 atm for 6 h. The catalyst is filtered and the solvent is removed under reduced pressure to give the title compound: (M−1)−=387. HPLC retention time=0.60 min (Method C). Reactants: O1C2CCCC1C(=O)OC2=O (Tetrahydropyran-2,6-dicarboxylic anhydride), NCCCCN1CCN(CC1)C1=NC(=CN=C1)Cl (1-(4-aminobutyl)-4-(6-chloro-2-pyrazinyl)piperazine). Solvent: C(Cl)Cl (methylene chloride). Product: ClC1=CN=CC(=N1)N1CCN(CC1)CCCCN1C(C2CCCC(C1=O)O2)=O (3-[4-[4-(6-Chloro-2-pyrazinyl)-1-piperazinyl]butyl]-9-oxa-3-azabicyclo[3.3.1]nonane-2,4-dione). RXN SMILES: [O:1]1[CH:6]2[C:7]([O:9][C:10](=[O:11])[CH:2]1[CH2:3][CH2:4][CH2:5]2)=O.[NH2:12][CH2:13][CH2:14][CH2:15][CH2:16][N:17]1[CH2:22][CH2:21][N:20]([C:23]2[CH:28]=[N:27][CH:26]=[C:25]([Cl:29])[N:24]=2)[CH2:19][CH2:18]1>C(Cl)Cl>[Cl:29][C:25]1[N:24]=[C:23]([N:20]2[CH2:19][CH2:18][N:17]([CH2:16][CH2:15][CH2:14][CH2:13][N:12]3[C:7](=[O:9])[CH:6]4[O:1][CH:2]([CH2:3][CH2:4][CH2:5]4)[C:10]3=[O:11])[CH2:22][CH2:21]2)[CH:28]=[N:27][CH:26]=1. Procedure: Tetrahydropyran-2,6-dicarboxylic anhydride (3.12 g., 20 mmole) and 1-(4-aminobutyl)-4-(6-chloro-2-pyrazinyl)piperazine (5.94 g., 22 mmole) were combined in 200 ml. of methylene chloride and stirred for 30 minutes at room temperature. The solvent was removed in vacuum and replaced with 350 ml. of xylene. The mixture was refluxed for 50 hours with water removal via a Dean-Stark trap. The xylene was evaporated and the residue was filtered through 75 g. of silica gel with 2% ethanol/chloroform. The ... The reactants are C(=O)(C(F)(F)F)O (TFA), NC1=C(C=CC=C1)S (2-aminothiophenol), polyphosphoric acid, C(C1=CC=CC=C1)N1CCC(CC1)CC(=O)O ((1-benzyl-piperidin-4-yl)acetic acid), [OH-].[NH4+] (ammonium hydroxide). The solvent is O (H2O). Run at temperature 120 celsius, time 18 hour. Product: C(C1=CC=CC=C1)N1CCC(CC1)CC=1SC2=C(N1)C=CC=C2 (1-Benzyl-4-((benzothiazol-2-yl)methyl)piperidine). Isolated yield 86.3%. RXN SMILES: [CH2:1]([N:8]1[CH2:13][CH2:12][CH:11]([CH2:14][C:15](O)=O)[CH2:10][CH2:9]1)[C:2]1[CH:7]=[CH:6][CH:5]=[CH:4][CH:3]=1.C(O)(C(F)(F)F)=O.[NH2:25][C:26]1[CH:31]=[CH:30][CH:29]=[CH:28][C:27]=1[SH:32].[OH-].[NH4+]>O>[CH2:1]([N:8]1[CH2:13][CH2:12][CH:11]([CH2:14][C:15]2[S:32][C:27]3[CH:28]=[CH:29][CH:30]=[CH:31][C:26]=3[N:25]=2)[CH2:10][CH2:9]1)[C:2]1[CH:7]=[CH:6][CH:5]=[CH:4][CH:3]=1 |f:3.4|. Reported procedure: A mixture of 1.2 g of (1-benzyl-piperidin-4-yl)acetic acid.TFA, (from EXAMPLE 163, Step C) and 433 mg of 2-aminothiophenol was treated with 10 mL of polyphosphoric acid. After stirring at 120° C. for 18 h, the syrup was poured onto ice and H2O, maintaining the temperature of the aqueous mixture below 10° C. The resulting dark brown solution was made basic with ammonium hydroxide. The aqueous mixture was extracted with EtOAc (3×). The combined organic extracts were washed with sat'd NaCl and drie... Starting materials: C(\C=C\C(=O)O)(=O)O (fumeric acid), C(C)NC=1C(=NC=CC1)N1CCN(CC1)CCCCCCOC1=CC=C(C=C1)OC (N-Ethyl-2-[4-[6-(4-methoxyphenoxy)hexyl]-1-piperazinyl]-3-pyridinamine), CCOCC (ether). Solvent: CO (methanol). Conditions: time 30 minute. Product: C(\C=C\C(=O)O)(=O)O.C(C)NC=1C(=NC=CC1)N1CCN(CC1)CCCCCCOC1=CC=C(C=C1)OC (N-Ethyl-2-[4-[6-(4-methoxyphenoxy)hexyl]-1-piperazinyl]-3-pyridinamine fumerate). RXN SMILES: [CH2:1]([NH:3][C:4]1[C:5]([N:10]2[CH2:15][CH2:14][N:13]([CH2:16][CH2:17][CH2:18][CH2:19][CH2:20][CH2:21][O:22][C:23]3[CH:28]=[CH:27][C:26]([O:29][CH3:30])=[CH:25][CH:24]=3)[CH2:12][CH2:11]2)=[N:6][CH:7]=[CH:8][CH:9]=1)[CH3:2].[C:31]([OH:38])(=[O:37])/[CH:32]=[CH:33]/[C:34]([OH:36])=[O:35].CCOCC>CO>[C:31]([OH:38])(=[O:37])/[CH:32]=[CH:33]/[C:34]([OH:36])=[O:35].[CH2:1]([NH:3][C:4]1[C:5]([N:10]2[CH2:15][CH2:14][N:13]([CH2:16][CH2:17][CH2:18][CH2:19][CH2:20][CH2:21][O:22][C:23]3[CH:24]=[CH:25][C:26]([O:29][CH3:30])=[CH:27][CH:28]=3)[CH2:12][CH2:11]2)=[N:6][CH:7]=[CH:8][CH:9]=1)[CH3:2] |f:4.5|. Procedure details: N-Ethyl-2-[4-[6-(4-methoxyphenoxy)hexyl]-1-piperazinyl]-3-pyridinamine (EXAMPLE 26) is dissolved in methanol (10 ml), fumeric acid (0.24 g) is added and the mixture allowed to stand for 30 min at 20°-25°. The mixture is clouded with ether and allowed to crystallize at about 15° to give the title compound. Reactants: C(#N)C1=CC=C(C=C1)N=C=S (4-Cyanophenyl isothiocyanate), [Cl-].C(C(C)C)[NH3+] (N-(isobutyl)ammonium chloride), OC[C@H](CC(C)C)N ((1S)-1-(Hydroxymethyl)-3-methylbutylamine), CC(C[C@@H](CO)NCC(C)C)C ((2S)-4-methyl-2-(isobutylamino)pentan-1-ol), OCCN (2-hydroxyethylamine), COC([C@@H](N)CC(C)C)=O ((L)-leucine methyl ester), OCCN (2-hydroxyethylamine), [Cl-].C(C(C)C)[NH3+] (N-(isobutyl)ammonium chloride). Product: C(#N)C1=CC=C(C=C1)N=C1SC[C@@H](N1CC(C)C)CC(C)C ((4S)-2-(4-cyanophenylimino)-3,4-diisobutyl-1,3-thiazolidine). RXN SMILES: OC[C@@H](N)CC(C)C.COC(=O)[C@H](CC(C)C)N.OCCN.[CH3:23][CH:24]([CH3:34])[CH2:25][C@H:26]([NH:29][CH2:30][CH:31]([CH3:33])[CH3:32])[CH2:27]O.[Cl-].C([NH3+])C(C)C.[C:41]([C:43]1[CH:48]=[CH:47][C:46]([N:49]=[C:50]=[S:51])=[CH:45][CH:44]=1)#[N:42]>>[C:41]([C:43]1[CH:44]=[CH:45][C:46]([N:49]=[C:50]2[N:29]([CH2:30][CH:31]([CH3:33])[CH3:32])[C@@H:26]([CH2:25][CH:24]([CH3:34])[CH3:23])[CH2:27][S:51]2)=[CH:47][CH:48]=1)#[N:42] |f:4.5|. Procedure: (1S)-1-(Hydroxymethyl)-3-methylbutylamine was made from (L)-leucine methyl ester as described in Method B1b. The 2-hydroxyethylamine was converted to (2S)-4-methyl-2-(isobutylamino)pentan-1-ol as described in Method B4c. The resulting 2-hydroxyethylamine was converted to N-(1S)-1-(chloromethyl)-3-methylbutyl)-N-(isobutyl)ammonium chloride according to Method B7c. 4-Cyanophenyl isothiocyanate was reacted with N-(1S)-1-(chloromethyl)-3methylbutyl)N-(isobutyl)ammonium chloride to Method C1f to affo...